This data is from the Open Reaction Database (ORD), a public repository of structured organic reaction records. The task is: describe an organic reaction: reactants, conditions, products, and yield The reactants are ClC1=CC(=C(C(=O)OC)C=C1)C=CC(=O)OC (methyl 4-chloro-2-(3-methoxy-3-oxo-1-propenyl)-benzoate), CO (methanol), C[O-].[Na+] (sodium methoxide). Run at temperature 70 celsius, time 2 hour. Product: C(=O)(O)CC1C(C2=CC=C(C=C2C1)Cl)=O (2-Carboxymethyl-5-chloroindan-1-one). RXN SMILES: [Cl:1][C:2]1[CH:11]=[CH:10][C:5]([C:6]([O:8]C)=O)=[C:4]([CH:12]=[CH:13][C:14](OC)=O)[CH:3]=1.[CH3:18][O-:19].[Na+].C[OH:22]>>[C:18]([CH2:14][CH:13]1[CH2:12][C:4]2[C:5](=[CH:10][CH:11]=[C:2]([Cl:1])[CH:3]=2)[C:6]1=[O:8])([OH:22])=[O:19] |f:1.2|. Procedure details: 108 g of methyl 4-chloro-2-(3-methoxy-3-oxo-1-propenyl)-benzoate are dissolved in 300 ml of methanol, and 80 g of sodium methoxide are then added. The mixture is then heated at 70° C. and some of the methanol is distilled off, such that the reaction mixture can still be stirred. After 2 h, 400 ml of toluene are added slowly, and the remaining methanol is removed. The mixture is then stirred for another 0.5 h and then cooled to room temperature. 10 g of acetic acid are then added dropwise to the ... Reactants: C1=CC(=CC=C1[N+](=O)[O-])S(=O)(=O)C2=CC=C(C=C2)[N+](=O)[O-] (4,4′-dinitrodiphenylsulfone), CS(=O)(=O)O (methanesulfonic acid). The reagents and catalysts are [Pd] (palladium). Run in CO (methanol), O (water), O (water). Conditions: temperature 50 celsius, time 17.5 minute. Product: C1=CC(=CC=C1N)S(=O)(=O)C=2C=CC(=CC2)N (Dapsone). Isolated yield 69.5%. RXN SMILES: [CH:1]1[C:6]([N+:7]([O-])=O)=[CH:5][CH:4]=[C:3]([S:10]([C:13]2[CH:18]=[CH:17][C:16]([N+:19]([O-])=O)=[CH:15][CH:14]=2)(=[O:12])=[O:11])[CH:2]=1.CS(O)(=O)=O>O.CO.[Pd]>[CH:17]1[C:16]([NH2:19])=[CH:15][CH:14]=[C:13]([S:10]([C:3]2[CH:2]=[CH:1][C:6]([NH2:7])=[CH:5][CH:4]=2)(=[O:12])=[O:11])[CH:18]=1. Procedure: In autoclave at room temperature 4,4′-dinitrodiphenylsulfone (0.0649 mol, 20.0 g), 5% palladium on 50% wet carbon (1.4 g), 70% methanesulfonic acid in water (0.130 mol, 17.8 g), water (10 ml) and methanol (70 ml) are loaded. The mixture is left to react under hydrogen pressure (4-5 atm) at a temperature of 55-60° C. for about 8 hours. The mixture is filtered on a Perlite layer washing with methanol (10 ml for 2 times), subsequently with water (80 ml). The solution is concentrated under reduced v...